Dataset: the Open Reaction Database (ORD), a public repository of structured organic reaction records. Task: describe an organic reaction: reactants, conditions, products, and yield The reactants are BrC=1C=C(C2=C(N1)N(N=C2)C2CCOCC2)C(=O)NCC=2C(NC(=CC2C)C)=O (6-bromo-N-((4,6-dimethyl-2-oxo-1,2-dihydropyridin-3-yl)methyl)-1-(tetrahydro-2H-pyran-4-yl)-1H-pyrazolo[3,4-b]pyridine-4-carboxamide), CC1(NC(C=C(C1)B1OC(C(O1)(C)C)(C)C)(C)C)C (2,2,6,6-tetramethyl-4-(4,4,5,5-tetramethyl-1,3,2-dioxaborolan-2-yl)-1,2,3,6-tetrahydropyridine), CCOC(=O)C (EtOAc), C(=O)([O-])[O-].[Na+].[Na+] (Na2CO3). Reagents/catalysts: C=1C=CC(=CC1)[P](C=2C=CC=CC2)(C=3C=CC=CC3)[Pd]([P](C=4C=CC=CC4)(C=5C=CC=CC5)C=6C=CC=CC6)([P](C=7C=CC=CC7)(C=8C=CC=CC8)C=9C=CC=CC9)[P](C=1C=CC=CC1)(C=1C=CC=CC1)C=1C=CC=CC1 (Pd(PPh3)4). Solvent: O1CCOCC1 (1,4-dioxane). Conditions: temperature 100 celsius, time 1 hour. Yields the product CC1=C(C(NC(=C1)C)=O)CNC(=O)C=1C2=C(N=C(C1)C=1CC(NC(C1)(C)C)(C)C)N(N=C2)C2CCOCC2 (N-((4,6-dimethyl-2-oxo-1,2-dihydropyridin-3-yl)methyl)-1-(tetrahydro-2H-pyran-4-yl)-6-(2,2,6,6-tetramethyl-1,2,3,6-tetrahydropyridin-4-yl)-1H-pyrazolo[3,4-b]pyridine-4-carboxamide). Yield: 14.0%. Reaction SMILES: Br[C:2]1[CH:3]=[C:4]([C:17]([NH:19][CH2:20][C:21]2[C:22](=[O:29])[NH:23][C:24]([CH3:28])=[CH:25][C:26]=2[CH3:27])=[O:18])[C:5]2[CH:10]=[N:9][N:8]([CH:11]3[CH2:16][CH2:15][O:14][CH2:13][CH2:12]3)[C:6]=2[N:7]=1.[CH3:30][C:31]1([CH3:48])[CH2:36][C:35](B2OC(C)(C)C(C)(C)O2)=[CH:34][C:33]([CH3:47])([CH3:46])[NH:32]1.C([O-])([O-])=O.[Na+].[Na+].CCOC(C)=O>O1CCOCC1.C1C=CC([P]([Pd]([P](C2C=CC=CC=2)(C2C=CC=CC=2)C2C=CC=CC=2)([P](C2C=CC=CC=2)(C2C=CC=CC=2)C2C=CC=CC=2)[P](C2C=CC=CC=2)(C2C=CC=CC=2)C2C=CC=CC=2)(C2C=CC=CC=2)C2C=CC=CC=2)=CC=1>[CH3:27][C:26]1[CH:25]=[C:24]([CH3:28])[NH:23][C:22](=[O:29])[C:21]=1[CH2:20][NH:19][C:17]([C:4]1[C:5]2[CH:10]=[N:9][N:8]([CH:11]3[CH2:16][CH2:15][O:14][CH2:13][CH2:12]3)[C:6]=2[N:7]=[C:2]([C:35]2[CH2:34][C:33]([CH3:47])([CH3:46])[NH:32][C:31]([CH3:48])([CH3:30])[CH:36]=2)[CH:3]=1)=[O:18] |f:2.3.4,^1:70,72,91,110|. Reported procedure: A solution of 6-bromo-N-((4,6-dimethyl-2-oxo-1,2-dihydropyridin-3-yl)methyl)-1-(tetrahydro-2H-pyran-4-yl)-1H-pyrazolo[3,4-b]pyridine-4-carboxamide (1 equiv.), 2,2,6,6-tetramethyl-4-(4,4,5,5-tetramethyl-1,3,2-dioxaborolan-2-yl)-1,2,3,6-tetrahydropyridine (1.2 equiv.) and Pd(PPh3)4 (0.1 equiv.) in 1,4-dioxane was purged with argon for 10 min. Then, 2 M Na2CO3 (3.6 equiv.) solution was added to it and again argon was purged through it for 10 min. The reaction mixture was stirred at 100° C. for 1 h....